describe an organic reaction: reactants, conditions, products, and yield From a dataset of the Open Reaction Database (ORD), a public repository of structured organic reaction records. Reactants: N#N (N2), C1(CC1)N1C=NC2=C1C(=NC(=C2)B2OC(C(O2)(C)C)(C)C)O[C@H](C)[C@@H]2CC(NC2)=O ((R)-4-((R)-1-((3-cyclopropyl-6-(4,4,5,5-tetramethyl-1,3,2-dioxaborolan-2-yl)-3H-imidazo[4,5-c]pyridin-4-yl)oxy)ethyl)pyrrolidin-2-one), BrC1=CC=2C(=CN=CC2)S1 (2-bromothieno[2,3-c]pyridine), C(=O)([O-])[O-].[Na+].[Na+] (Na2CO3). The reagents and catalysts are C=1C=CC(=CC1)[P](C=2C=CC=CC2)(C=3C=CC=CC3)[Pd]([P](C=4C=CC=CC4)(C=5C=CC=CC5)C=6C=CC=CC6)([P](C=7C=CC=CC7)(C=8C=CC=CC8)C=9C=CC=CC9)[P](C=1C=CC=CC1)(C=1C=CC=CC1)C=1C=CC=CC1 (Pd(PPh3)4). Solvent: COCCOC (1,2-dimethoxyethane), C(Cl)Cl (DCM). Reaction conditions: temperature 100 celsius. Product: C1(CC1)N1C=NC2=C1C(=NC(=C2)C2CC=1C(=CN=CC1)S2)O[C@H](C)[C@@H]2CC(NC2)=O ((4R)-4-((1R)-1-((3-cyclopropyl-6-(2,3-dihydrothieno[2,3-c]pyridin-2-yl)-3H-imidazo[4,5-c]pyridin-4-yl)oxy)ethyl)pyrrolidin-2-one). The yield is 22.2%. As a reaction SMILES: [CH:1]1([N:4]2[C:8]3[C:9]([O:22][C@@H:23]([C@H:25]4[CH2:29][NH:28][C:27](=[O:30])[CH2:26]4)[CH3:24])=[N:10][C:11](B4OC(C)(C)C(C)(C)O4)=[CH:12][C:7]=3[N:6]=[CH:5]2)[CH2:3][CH2:2]1.Br[C:32]1[S:40][C:35]2=[CH:36][N:37]=[CH:38][CH:39]=[C:34]2[CH:33]=1.C([O-])([O-])=O.[Na+].[Na+].N#N>C1C=CC([P]([Pd]([P](C2C=CC=CC=2)(C2C=CC=CC=2)C2C=CC=CC=2)([P](C2C=CC=CC=2)(C2C=CC=CC=2)C2C=CC=CC=2)[P](C2C=CC=CC=2)(C2C=CC=CC=2)C2C=CC=CC=2)(C2C=CC=CC=2)C2C=CC=CC=2)=CC=1.C(Cl)Cl.COCCOC>[CH:1]1([N:4]2[C:8]3[C:9]([O:22][C@@H:23]([C@H:25]4[CH2:29][NH:28][C:27](=[O:30])[CH2:26]4)[CH3:24])=[N:10][C:11]([CH:32]4[S:40][C:35]5=[CH:36][N:37]=[CH:38][CH:39]=[C:34]5[CH2:33]4)=[CH:12][C:7]=3[N:6]=[CH:5]2)[CH2:2][CH2:3]1 |f:2.3.4,^1:52,54,73,92|. Reported procedure: To a microwave tube equipped with a stirring bar, (R)-4-((R)-1-((3-cyclopropyl-6-(4,4,5,5-tetramethyl-1,3,2-dioxaborolan-2-yl)-3H-imidazo[4,5-c]pyridin-4-yl)oxy)ethyl)pyrrolidin-2-one: (165.5 mg, 0.401 mmol), 2-bromothieno[2,3-c]pyridine (128.9 mg, 0.602 mmol), 1,2-dimethoxyethane (2 mL), 1 N Na2CO3 aqueous solution (1.20 mL, 1.20 mmol) were added, the mixture was bubbled N2 for 5 minutes before Pd(PPh3)4 (23.2 mg, 0.02 mmol) was added. The tube was sealed and heated in an oil bath at 100° C. fo... Starting materials: C1(=CC=CC=C1)C1(CCCC1)C(=O)O (1-phenylcyclopentanecarboxylic acid), FC(C=1C=C(CN2C[C@H]3[C@@H](C2)[C@H](CC3)N)C=CC1)(F)F ((3aS*,4S*,6aR*)-2-(3-(trifluoromethyl)benzyl)octahydrocyclopenta[c]pyrrol-4-amine), C(C1=CC=CC=C1)N1C[C@H]2[C@@H](C1)C(CC2)N ((3aS*,6aR*)-2-benzyloctahydrocyclopenta[c]pyrrol-4-amine). The product is C(CC)C(C(=O)N[C@H]1CC[C@H]2CN(C[C@H]21)CC2=CC(=CC=C2)C(F)(F)F)CCC (2-propyl-N-{(3aS*,4S*,6aR*)-2-[3-(trifluoromethyl)benzyl]octahydrocyclopenta[c]pyrrol-4-yl}pentanamide). As a reaction SMILES: [C:1]1([C:7]2([C:12](O)=[O:13])C[CH2:10][CH2:9][CH2:8]2)C=CC=[CH:3][CH:2]=1.[F:15][C:16]([F:34])([F:33])[C:17]1[CH:18]=[C:19]([CH:30]=[CH:31][CH:32]=1)[CH2:20][N:21]1[CH2:25][C@H:24]2[C@@H:26]([NH2:29])[CH2:27][CH2:28][C@H:23]2[CH2:22]1.C(N1C[C@H]2C(N)CC[C@H]2C1)C1C=CC=CC=1>>[CH2:1]([CH:7]([CH2:8][CH2:9][CH3:10])[C:12]([NH:29][C@@H:26]1[C@H:24]2[C@H:23]([CH2:22][N:21]([CH2:20][C:19]3[CH:30]=[CH:31][CH:32]=[C:17]([C:16]([F:33])([F:15])[F:34])[CH:18]=3)[CH2:25]2)[CH2:28][CH2:27]1)=[O:13])[CH2:2][CH3:3]. Procedure: The title compound was prepared by substituting 2-propylpentanoic acid for 1-phenylcyclopentanecarboxylic acid and (3aS*,4S*,6aR*)-2-(3-(trifluoromethyl)benzyl)octahydrocyclopenta[c]pyrrol-4-amine from Example 122 Step E for (3aS*,6aR*)-2-benzyloctahydrocyclopenta[c]pyrrol-4-amine in the procedure described for Example 1: 1H NMR (500 MHz, pyridine-d5) δ ppm 7.94 (d, J=6.9, 1H), 7.72 (s, 1H), 7.62 (d, J=7.7, 1H), 7.56 (d, J=7.7, 1H), 7.47 (t, J=7.7, 1H), 4.48 (dt, J=7.3, 14.6, 1H), 3.52 (d, J=13.... Reactants: NC1=CC=C(C(=C1O)N1C=CN2N=C(C=C21)C=2C=NC=CC2)C (6-Amino-3-methyl-2-[6-(pyridin-3-yl)-1H-imidazo[1,2-b]pyrazol-1-yl]phenol), C(#N)C=1C=C(C(=O)O)C=C(C1)S(F)(F)(F)(F)F (3-Cyano-5-(pentafluoro-λ6-sulphanyl)benzoic acid). Product: C(#N)C=1C=C(C(=O)NC2=C(C(=C(C=C2)C)N2C=CN3N=C(C=C32)C=3C=NC=CC3)O)C=C(C1)S(F)(F)(F)(F)F (3-Cyano-N-{2-hydroxy-4-methyl-3-[6-(pyridin-3-yl)-1H-imidazo[1,2-b]pyrazol-1-yl]phenyl}-5-(pentafluoro-λ6-sulphanyl)benzamide). RXN SMILES: [NH2:1][C:2]1[C:7]([OH:8])=[C:6]([N:9]2[C:16]3[N:12]([N:13]=[C:14]([C:17]4[CH:18]=[N:19][CH:20]=[CH:21][CH:22]=4)[CH:15]=3)[CH:11]=[CH:10]2)[C:5]([CH3:23])=[CH:4][CH:3]=1.[C:24]([C:26]1[CH:27]=[C:28]([CH:32]=[C:33]([S:35]([F:40])([F:39])([F:38])([F:37])[F:36])[CH:34]=1)[C:29](O)=[O:30])#[N:25]>>[C:24]([C:26]1[CH:27]=[C:28]([CH:32]=[C:33]([S:35]([F:39])([F:40])([F:36])([F:37])[F:38])[CH:34]=1)[C:29]([NH:1][C:2]1[CH:3]=[CH:4][C:5]([CH3:23])=[C:6]([N:9]2[C:16]3[N:12]([N:13]=[C:14]([C:17]4[CH:18]=[N:19][CH:20]=[CH:21][CH:22]=4)[CH:15]=3)[CH:11]=[CH:10]2)[C:7]=1[OH:8])=[O:30])#[N:25]. Reported procedure: Analogously to the process described in Example 155, 37 mg (0.109 mmol) of the compound of Example 82A and 28 mg (0.104 mmol) of the compound of Example 23A were reacted to give 9 mg (15% of theory) of the title compound. Here, preparative HPLC purification was carried out according to Method 37. The reactants are C(C)(=O)O[BH-](OC(C)=O)OC(C)=O.[Na+] (Sodium triacetoxyborohydride), N1C=CC2=CC(=CC=C12)C=1C=C(C=O)C=CC1 (3-(1H-indol-5-yl)-benzaldehyde), C(C1=CC=CC=C1)NCCN(C)C (N′-benzyl-N,N-dimethyl-ethane-1,2-diamine), C(C)(=O)O (acetic acid), C([O-])(O)=O.[Na+] (sodium bicarbonate). Solvent: O1CCCC1 (tetrahydrofuran), C(C)(=O)OCC (ethyl acetate). Conditions: time 8 hour. Yields the product C(C1=CC=CC=C1)N(CCN(C)C)CC1=CC(=CC=C1)C=1C=C2C=CNC2=CC1 (N-Benzyl-N-[3-(1H-indol-5-yl)-benzyl]-N′,N′-dimethyl-ethane-1,2-diamine). The yield is 68.7%. Reaction SMILES: C(O[BH-](OC(=O)C)OC(=O)C)(=O)C.[Na+].[NH:15]1[C:23]2[C:18](=[CH:19][C:20]([C:24]3[CH:25]=[C:26]([CH:29]=[CH:30][CH:31]=3)[CH:27]=O)=[CH:21][CH:22]=2)[CH:17]=[CH:16]1.[CH2:32]([NH:39][CH2:40][CH2:41][N:42]([CH3:44])[CH3:43])[C:33]1[CH:38]=[CH:37][CH:36]=[CH:35][CH:34]=1.C(O)(=O)C.C(=O)(O)[O-].[Na+]>O1CCCC1.C(OCC)(=O)C>[CH2:32]([N:39]([CH2:27][C:26]1[CH:29]=[CH:30][CH:31]=[C:24]([C:20]2[CH:19]=[C:18]3[C:23](=[CH:22][CH:21]=2)[NH:15][CH:16]=[CH:17]3)[CH:25]=1)[CH2:40][CH2:41][N:42]([CH3:44])[CH3:43])[C:33]1[CH:38]=[CH:37][CH:36]=[CH:35][CH:34]=1 |f:0.1,5.6|. Procedure details: Sodium triacetoxyborohydride (480 mg, 2.3 mmol) was added to a solution of 3-(1H-indol-5-yl)-benzaldehyde (250 mg, 1.1 mmol) and N′-benzyl-N,N-dimethyl-ethane-1,2-diamine (600 mg, 3.4 mmol) and acetic acid (204 mg, 3.4 mmol) in 8 mL of tetrahydrofuran. The mixture was stirred at ambient temperature overnight, and then it was diluted with ethyl acetate, and neutralized with the careful addition of saturated sodium bicarbonate solution. The layers were separated and the organic phase was treated w... Starting materials: [Al+3], O=C(Cl)c1cccc(Br)c1, ClCCl, Cc1ccc2cccccc1-2, [Cl-], [Cl-], [Cl-], Cl. Product: Cc1cc(C(=O)c2cccc(Br)c2)c2cccccc1-2. RXN SMILES: [Al+3:2].[Br:16][c:17]1[cH:18][c:19]([C:20](=[O:21])[Cl:22])[cH:23][cH:24][cH:25]1.[CH2:27]([Cl:28])[Cl:29].[CH3:5][c:6]1[cH:7][cH:8][c:9]2[cH:10][cH:11][cH:12][cH:13][cH:14][c:15]1-2.[Cl-:1].[Cl-:3].[Cl-:4].[ClH:26]>>[CH3:5][c:6]1[cH:7][c:8]([C:20]([c:19]2[cH:18][c:17]([Br:16])[cH:25][cH:24][cH:23]2)=[O:21])[c:9]2[cH:10][cH:11][cH:12][cH:13][cH:14][c:15]1-2. Product: CCC1(O)C(O)C(CO)OC1n1ccc2c(N)ncnc21. Reaction SMILES: [CH3:23][OH:24].[Cl:1][c:2]1[c:3]2[c:4]([n:5][cH:6][n:7]1)[n:8]([CH:11]1[C:12]([OH:13])([CH2:20][CH3:21])[CH:14]([OH:15])[CH:16]([CH2:18][OH:19])[O:17]1)[cH:9][cH:10]2.[NH3:22]>>[c:2]1([NH2:22])[c:3]2[c:4]([n:5][cH:6][n:7]1)[n:8]([CH:11]1[C:12]([OH:13])([CH2:20][CH3:21])[CH:14]([OH:15])[CH:16]([CH2:18][OH:19])[O:17]1)[cH:9][cH:10]2. Reactants: CO, CCC1(O)C(O)C(CO)OC1n1ccc2c(Cl)ncnc21, N. Reactants: C(C1=CC=CC=C1)OC1=C(C=C(C(=O)NCCC(=O)O)C=C1)NC(C1=CC=C(C=C1)C(NC(=O)OC(C)(C)C)=N)=O (N-[4-(benzyloxy)-3-[p-[N-(t-butoxycarbonyl)amidino]benzamido]benzoyl]-β-alanine). Solvent: C(=O)O (formic acid). Product: C(N)(=N)C1=CC=C(C(=O)NC=2C=C(C(=O)NCCC(=O)O)C=CC2OCC2=CC=CC=C2)C=C1 (N-[3-(p-amidinobenzamido)-4-(benzyloxy)benzoyl]-β-alanine). The yield is 95.7%. Reaction SMILES: [CH2:1]([O:8][C:9]1[CH:22]=[CH:21][C:12]([C:13]([NH:15][CH2:16][CH2:17][C:18]([OH:20])=[O:19])=[O:14])=[CH:11][C:10]=1[NH:23][C:24](=[O:41])[C:25]1[CH:30]=[CH:29][C:28]([C:31](=[NH:40])[NH:32]C(OC(C)(C)C)=O)=[CH:27][CH:26]=1)[C:2]1[CH:7]=[CH:6][CH:5]=[CH:4][CH:3]=1>C(O)=O>[C:31]([C:28]1[CH:27]=[CH:26][C:25]([C:24]([NH:23][C:10]2[CH:11]=[C:12]([CH:21]=[CH:22][C:9]=2[O:8][CH2:1][C:2]2[CH:3]=[CH:4][CH:5]=[CH:6][CH:7]=2)[C:13]([NH:15][CH2:16][CH2:17][C:18]([OH:20])=[O:19])=[O:14])=[O:41])=[CH:30][CH:29]=1)(=[NH:32])[NH2:40]. Procedure details: 173 mg of N-[4-(benzyloxy)-3-[p-[N-(t-butoxycarbonyl)amidino]benzamido]benzoyl]-β-alanine in 4 ml of formic acid are stirred at 20° C. for 4 hours. The reaction mixture is evaporated in a vacuum, the residue is suspended in water and adjusted to pH 8-9 with ammonia. After stirring for a short time the mixture is suction filtered, the filter residue is washed with water and dried at 50° C. in a vacuum. There are obtained 136 mg of N-[3-(p-amidinobenzamido)-4-(benzyloxy)benzoyl]-β-alanine, m.p. >2... The reactants are CO, Cn1nccc1-c1cc(C(=O)NC(Cc2cccc(F)c2)CN2C(=O)c3ccccc3C2=O)sc1Cl, NN, C1CCOC1. Product: Cn1nccc1-c1cc(C(=O)NC(CN)Cc2cccc(F)c2)sc1Cl. RXN SMILES: [CH3:44][OH:45].[Cl:1][c:2]1[c:3](-[c:31]2[cH:32][cH:33][n:34][n:35]2[CH3:36])[cH:4][c:5]([C:7](=[O:8])[NH:9][CH:10]([CH2:11][N:12]2[C:13](=[O:14])[c:15]3[c:16]([cH:17][cH:18][cH:19][cH:20]3)[C:21]2=[O:22])[CH2:23][c:24]2[cH:25][c:26]([F:30])[cH:27][cH:28][cH:29]2)[s:6]1.[NH2:37][NH2:38].[O:39]1[CH2:40][CH2:41][CH2:42][CH2:43]1>>[Cl:1][c:2]1[c:3](-[c:31]2[cH:32][cH:33][n:34][n:35]2[CH3:36])[cH:4][c:5]([C:7](=[O:8])[NH:9][CH:10]([CH2:11][NH2:12])[CH2:23][c:24]2[cH:25][c:26]([F:30])[cH:27][cH:28][cH:29]2)[s:6]1. The reactants are solid, Cl.Cl.Cl.O1COC2=C1C=CC=C2N2CCN(CC2)CC[C@@H]2CC[C@H](CC2)N (Trans-4-[2-(4-Benzo[1,3]dioxol-4-yl-piperazin-1-yl)-ethyl]-cyclohexylamine trihydrochloride), Cl.Cl.Cl.O1COC2=C1C=CC=C2N2CCN(CC2)CC[C@@H]2CC[C@H](CC2)N (Trans-4-[2-(4-Benzo[1,3]dioxol-4-yl-piperazin-1-yl)-ethyl]-cyclohexylamine trihydrochloride), O1CC(CC2=CC=CC=C12)C(=O)O (chroman-3-carboxylic acid). Product: O1COC2=C1C=CC=C2N2CCN(CC2)CC[C@@H]2CC[C@H](CC2)NC(=O)C2COC1=CC=CC=C1C2 (Chroman-3-carboxylic acid-trans-N-{4-[2-(4-benzo[1,3]dioxol-4-yl-piperazin-1-yl)-ethyl]-cyclohexyl}-amide). Reaction SMILES: Cl.Cl.Cl.[O:4]1[C:8]2[CH:9]=[CH:10][CH:11]=[C:12]([N:13]3[CH2:18][CH2:17][N:16]([CH2:19][CH2:20][C@H:21]4[CH2:26][CH2:25][C@H:24]([NH2:27])[CH2:23][CH2:22]4)[CH2:15][CH2:14]3)[C:7]=2[O:6][CH2:5]1.[O:28]1[C:37]2[C:32](=[CH:33][CH:34]=[CH:35][CH:36]=2)[CH2:31][CH:30]([C:38](O)=[O:39])[CH2:29]1>>[O:4]1[C:8]2[CH:9]=[CH:10][CH:11]=[C:12]([N:13]3[CH2:18][CH2:17][N:16]([CH2:19][CH2:20][C@H:21]4[CH2:26][CH2:25][C@H:24]([NH:27][C:38]([CH:30]5[CH2:31][C:32]6[C:37](=[CH:36][CH:35]=[CH:34][CH:33]=6)[O:28][CH2:29]5)=[O:39])[CH2:23][CH2:22]4)[CH2:15][CH2:14]3)[C:7]=2[O:6][CH2:5]1 |f:0.1.2.3|. Procedure details: The title compound, white solid (26 mg, 64.9%), MS (ISP) m/z=492.3 [(M+H)+], was prepared in accordance with the general method of example 1 from Trans-4-[2-(4-Benzo[1,3]dioxol-4-yl-piperazin-1-yl)-ethyl]-cyclohexylamine hydrochloride (Intermediate A) (30 mg, 81.5 mmol) and chroman-3-carboxylic acid.